From a dataset of the Open Reaction Database (ORD), a public repository of structured organic reaction records. describe an organic reaction: reactants, conditions, products, and yield The reactants are ClC=1C=C2C=C(NC2=CC1)C(=O)O (5-chloro-1H-indole-2-carboxylic acid), NC(C(=O)N1CSCC1)CC1=C(C=CC=C1)F ((±)-2-amino-3-(2-fluoro-phenyl)-1-thiazolidin-3-yl-propan-1-one). The product is FC1=C(CC(C(N2CSCC2)=O)NC(=O)C=2NC3=CC=C(C=C3C2)Cl)C=CC=C1 ((±)-5-Chloro-1H-indole-2-carboxylic acid [1-(2-fluoro-benzyl)-2-oxo-2-thiazolidin-3-yl-ethyl]-amide). As a reaction SMILES: [Cl:1][C:2]1[CH:3]=[C:4]2[C:8](=[CH:9][CH:10]=1)[NH:7][C:6]([C:11]([OH:13])=O)=[CH:5]2.[NH2:14][CH:15]([CH2:23][C:24]1[CH:29]=[CH:28][CH:27]=[CH:26][C:25]=1[F:30])[C:16]([N:18]1[CH2:22][CH2:21][S:20][CH2:19]1)=[O:17]>>[F:30][C:25]1[CH:26]=[CH:27][CH:28]=[CH:29][C:24]=1[CH2:23][CH:15]([NH:14][C:11]([C:6]1[NH:7][C:8]2[C:4]([CH:5]=1)=[CH:3][C:2]([Cl:1])=[CH:10][CH:9]=2)=[O:13])[C:16](=[O:17])[N:18]1[CH2:22][CH2:21][S:20][CH2:19]1. Procedure details: From 5-chloro-1H-indole-2-carboxylic acid and (±)-2-amino-3-(2-fluoro-phenyl)-1-thiazolidin-3-yl-propan-1-one. Reactants: C(C)(C)(C)OC(=O)NC=1C=CC=C2C=CC(=CC12)O (8-(tert-butoxycarbonylamino)-2-naphthol), [Si](C1=CC=CC=C1)(C1=CC=CC=C1)(C(C)(C)C)Cl (tert-butyldiphenylsilyl chloride), N1C=NC=C1 (imidazole). As a reaction SMILES: [C:1]([O:5][C:6]([NH:8][C:9]1[CH:10]=[CH:11][CH:12]=[C:13]2[C:18]=1[CH:17]=[C:16]([OH:19])[CH:15]=[CH:14]2)=[O:7])([CH3:4])([CH3:3])[CH3:2].[Si:20](Cl)([C:33]([CH3:36])([CH3:35])[CH3:34])([C:27]1[CH:32]=[CH:31][CH:30]=[CH:29][CH:28]=1)[C:21]1[CH:26]=[CH:25][CH:24]=[CH:23][CH:22]=1.N1C=CN=C1>>[C:1]([O:5][C:6]([NH:8][C:9]1[C:18]2[C:13](=[CH:14][CH:15]=[C:16]([O:19][Si:20]([C:33]([CH3:36])([CH3:35])[CH3:34])([C:27]3[CH:28]=[CH:29][CH:30]=[CH:31][CH:32]=3)[C:21]3[CH:26]=[CH:25][CH:24]=[CH:23][CH:22]=3)[CH:17]=2)[CH:12]=[CH:11][CH:10]=1)=[O:7])([CH3:4])([CH3:2])[CH3:3]. Reaction conditions: temperature 50 celsius, time 18 hour. Procedure: A mixture of 8-(tert-butoxycarbonylamino)-2-naphthol, as described above in Step A, (35 g, 0.135 mol), tert-butyldiphenylsilyl chloride (40.9 g, 0.149 mmol), and imidazole (18.4 g, 0.270 mmol) in dry, degassed DMF (300 mL) was stirred, under argon, at 50° C. for 18 hrs. The solvent was removed under reduced pressure and the residue was partitioned between saturated aqueous NaHCO3 (500 mL) and EtOAc (1 L). The aqueous layer was extracted further with EtOAc (300 mL) and the combined organic extrac... Yields the product C(C)(C)(C)OC(=O)NC1=CC=CC2=CC=C(C=C12)O[Si](C1=CC=CC=C1)(C1=CC=CC=C1)C(C)(C)C (1-(tert-Butoxycarbonylamino)-7-(tert-butyldiphenylsilyloxy)naphthalene). Reactants: CC(CCO)CCC1=CC=CC=C1 (3-methyl-5-phenylpentanol), ClCC(=O)Cl (chloroacetyl chloride), N1=CC=CC=C1 (pyridine). Solvent: ClCCl (dichloromethane). Conditions: time 2 hour. Yields the product ClCC(=O)OCCC(CCC1=CC=CC=C1)C (3-methyl-5-phenylpentyl chloroacetate). Isolated yield 84.9%. As a reaction SMILES: [Cl:1][CH2:2][C:3](Cl)=[O:4].[CH3:6][CH:7]([CH2:11][CH2:12][C:13]1[CH:18]=[CH:17][CH:16]=[CH:15][CH:14]=1)[CH2:8][CH2:9][OH:10].N1C=CC=CC=1>ClCCl>[Cl:1][CH2:2][C:3]([O:10][CH2:9][CH2:8][CH:7]([CH3:6])[CH2:11][CH2:12][C:13]1[CH:18]=[CH:17][CH:16]=[CH:15][CH:14]=1)=[O:4]. Procedure: A 127.05 g (1.125 mol) of chloroacetyl chloride and 200 ml of dichloromethane were put into a flask and, while stirring under ice-cooling, a mixture consisting of 199.6 g (1.12 mol) of 3-methyl-5-phenylpentanol and 88.59 g (1.12 mol) of pyridine was added dropwise thereto spending 2 hours (reaction temperature 5 to 15° C.). After completion of the dropwise addition, this was further stirred at room temperature for 3 hours, and white crystals of the thus precipitated pyridine hydrochloride were r...